From a dataset of the Open Reaction Database (ORD), a public repository of structured organic reaction records. describe an organic reaction: reactants, conditions, products, and yield The reactants are O=C([O-])[O-], Oc1ccnc2c(-c3ccc(Cl)cc3)c(-c3ccccc3Cl)nn12, [Cs+], [Cs+], O=S(=O)(OCC(F)(F)F)C(F)(F)F, CN(C)C=O. Product: FC(F)(F)COc1ccnc2c(-c3ccc(Cl)cc3)c(-c3ccccc3Cl)nn12. As a reaction SMILES: [C:25](=[O:26])([O-:27])[O-:28].[Cl:1][c:2]1[cH:3][cH:4][c:5](-[c:8]2[c:9](-[c:18]3[c:19]([Cl:24])[cH:20][cH:21][cH:22][cH:23]3)[n:10][n:11]3[c:12]2[n:13][cH:14][cH:15][c:16]3[OH:17])[cH:6][cH:7]1.[Cs+:29].[Cs+:30].[F:31][C:32]([CH2:33][O:34][S:35]([C:36]([F:37])([F:38])[F:39])(=[O:40])=[O:41])([F:42])[F:43].[O:44]=[CH:45][N:46]([CH3:47])[CH3:48]>>[Cl:1][c:2]1[cH:3][cH:4][c:5](-[c:8]2[c:9](-[c:18]3[c:19]([Cl:24])[cH:20][cH:21][cH:22][cH:23]3)[n:10][n:11]3[c:12]2[n:13][cH:14][cH:15][c:16]3[O:17][CH2:33][C:32]([F:31])([F:42])[F:43])[cH:6][cH:7]1. Starting materials: [BH3-]C#N, CCOC1(O[Si](C)(C)C)CC1, CC(=O)O, CCO, CCOC(=O)C1Cc2cc(OCCOC)cc(N)c2N1C(=O)OC(C)(C)C, [Na+]. The product is CCOC(=O)C1Cc2cc(OCCOC)cc(NC3CC3)c2N1C(=O)OC(C)(C)C. Reaction SMILES: [C:43]([BH3-:44])#[N:45].[CH2:28]([O:29][C:31]1([O:30][Si:34]([CH3:35])([CH3:36])[CH3:37])[CH2:32][CH2:33]1)[CH3:38].[CH3:39][C:40](=[O:41])[OH:42].[CH3:47][CH2:48][OH:49].[NH2:1][c:2]1[cH:3][c:4]([O:23][CH2:24][CH2:25][O:26][CH3:27])[cH:5][c:6]2[c:10]1[N:9]([C:11](=[O:12])[O:13][C:14]([CH3:15])([CH3:16])[CH3:17])[CH:8]([C:18](=[O:19])[O:20][CH2:21][CH3:22])[CH2:7]2.[Na+:46]>>[NH:1]([c:2]1[cH:3][c:4]([O:23][CH2:24][CH2:25][O:26][CH3:27])[cH:5][c:6]2[c:10]1[N:9]([C:11](=[O:12])[O:13][C:14]([CH3:15])([CH3:16])[CH3:17])[CH:8]([C:18](=[O:19])[O:20][CH2:21][CH3:22])[CH2:7]2)[CH:31]1[CH2:32][CH2:33]1.